Dataset: the Open Reaction Database (ORD), a public repository of structured organic reaction records. Task: describe an organic reaction: reactants, conditions, products, and yield The reactants are C(CCC)OC(=O)N1CCN(CC1)C(CNC(=O)C1=NN(C(=C1)O[C@H](C)C(=O)OCC1=CC=CC=C1)C1=CC=CC=C1)=O (4-(2-{[5-((R)-1-Benzyloxycarbonyl-ethoxy)-1-phenyl-1H-pyrazole-3-carbonyl]-amino}-acetyl)-piperazine-1-carboxylic acid butyl ester). The reagents and catalysts are [Pd] (Pd/C). The solvent is C(C)(=O)OCC (ethyl acetate). Reaction conditions: time 12 hour. Yields the product C(CCC)OC(=O)N1CCN(CC1)C(CNC(=O)C1=NN(C(=C1)O[C@H](C)C(=O)O)C1=CC=CC=C1)=O (4-(2-{[5-((R)-1-Carboxy-ethoxy)-1-phenyl-1H-pyrazole-3-carbonyl]-amino}-acetyl)-piperazine-1-carboxylic acid butyl ester). Reaction SMILES: [CH2:1]([O:5][C:6]([N:8]1[CH2:13][CH2:12][N:11]([C:14](=[O:43])[CH2:15][NH:16][C:17]([C:19]2[CH:23]=[C:22]([O:24][C@@H:25]([C:27]([O:29]CC3C=CC=CC=3)=[O:28])[CH3:26])[N:21]([C:37]3[CH:42]=[CH:41][CH:40]=[CH:39][CH:38]=3)[N:20]=2)=[O:18])[CH2:10][CH2:9]1)=[O:7])[CH2:2][CH2:3][CH3:4]>C(OCC)(=O)C.[Pd]>[CH2:1]([O:5][C:6]([N:8]1[CH2:13][CH2:12][N:11]([C:14](=[O:43])[CH2:15][NH:16][C:17]([C:19]2[CH:23]=[C:22]([O:24][C@@H:25]([C:27]([OH:29])=[O:28])[CH3:26])[N:21]([C:37]3[CH:38]=[CH:39][CH:40]=[CH:41][CH:42]=3)[N:20]=2)=[O:18])[CH2:10][CH2:9]1)=[O:7])[CH2:2][CH2:3][CH3:4]. Procedure: To a solution of 2.1 g 4-(2-{[5-((R)-1-Benzyloxycarbonyl-ethoxy)-1-phenyl-1H-pyrazole-3-carbonyl]-amino}-acetyl)-piperazine-1-carboxylic acid butyl ester in 60 ml ethyl acetate were added 0.4 g Pd/C (10%) and the suspension stirred under an atmosphere of hydrogen (3 bar) for 12 h. The reaction mixture was filtrated over a plug of Celite, washed with ethyl acetate and concentrated to give the crude product which was used in the subsequent reaction. Yield: 1.8 g Reactants: CC(C)(C)O, [K+], [OH-], O, N#CCc1cccc2c(-c3ccccc3)onc12. Product: NC(=O)Cc1cccc2c(-c3ccccc3)onc12. As a reaction SMILES: [C:22]([OH:23])([CH3:24])([CH3:25])[CH3:26].[K+:20].[OH-:19].[OH2:21].[c:1]1(-[c:7]2[o:8][n:9][c:10]3[c:11]2[cH:12][cH:13][cH:14][c:15]3[CH2:16][C:17]#[N:18])[cH:2][cH:3][cH:4][cH:5][cH:6]1>>[c:1]1(-[c:7]2[o:8][n:9][c:10]3[c:11]2[cH:12][cH:13][cH:14][c:15]3[CH2:16][C:17]([NH2:18])=[O:19])[cH:2][cH:3][cH:4][cH:5][cH:6]1.